describe an organic reaction: reactants, conditions, products, and yield From a dataset of the Open Reaction Database (ORD), a public repository of structured organic reaction records. Reactants: C(C)OC(CNC(=S)NC1=C2C=CC(=NC2=CC=C1)C)OCC (N-(2,2-diethoxyethyl)-N'-(2-methylquinolin-5-yl)thiourea), [OH-].[NH4+] (ammonium hydroxide). The solvent is Cl (hydrochloric acid). Reaction conditions: temperature 20 celsius. The product is SC=1N(C=CN1)C1=C2C=CC(=NC2=CC=C1)C (5-(2-mercaptoimidazol-1-yl)-2-methylquinoline). Reaction SMILES: C(O[CH:4](OCC)[CH2:5][NH:6][C:7]([NH:9][C:10]1[CH:19]=[CH:18][CH:17]=[C:16]2[C:11]=1[CH:12]=[CH:13][C:14]([CH3:20])=[N:15]2)=[S:8])C.[OH-].[NH4+]>Cl>[SH:8][C:7]1[N:9]([C:10]2[CH:19]=[CH:18][CH:17]=[C:16]3[C:11]=2[CH:12]=[CH:13][C:14]([CH3:20])=[N:15]3)[CH:4]=[CH:5][N:6]=1 |f:1.2|. Procedure: A mixture of 8.6 g (28 mmole) of N-(2,2-diethoxyethyl)-N'-(2-methylquinolin-5-yl)thiourea and 100 ml of 10% hydrochloric acid was heated on a steam bath for one hour. The solution was allowed to cool to about 20° C., and was then poured with vigorous stirring into a mixture of ice and ammonium hydroxide. The solid was separated by filtration, washed with water, and triturated with ethyl acetate to provide solid 5-(2-mercaptoimidazol-1-yl)-2-methylquinoline.